This data is from the Open Reaction Database (ORD), a public repository of structured organic reaction records. The task is: describe an organic reaction: reactants, conditions, products, and yield Starting materials: C1(=CC=CC=C1)[Mg]Br (phenylmagnesium bromide), C(C)(=O)OCC (ethyl acetate), O (water), C(C)(C)N1CC(OCC1=O)C(=O)OC=1C=C2CCCC2=CC1 (4-isopropyl-5-oxo-2-(1-oxo-5-indanyloxymethyl)morpholine), O (water), C(C)(=O)OCC (ethyl acetate). The solvent is O1CCCC1 (tetrahydrofuran), O1CCCC1 (tetrahydrofuran), O1CCCC1 (tetrahydrofuran). Run at time 30 minute. The product is OC(C1=CC=CC=C1)(C1CN(C(CO1)=O)C(C)C)OC=1C=C2CCCC2=CC1 (2-(1-hydroxy-1-phenyl-5-indanyloxymethyl)-4-isopropyl-5-oxomorpholine). Isolated yield 77.0%. RXN SMILES: [C:1]1([Mg]Br)[CH:6]=[CH:5][CH:4]=[CH:3][CH:2]=1.[CH:9]([N:12]1[C:17](=[O:18])[CH2:16][O:15][CH:14]([C:19]([O:21][C:22]2[CH:23]=[C:24]3[C:28](=[CH:29][CH:30]=2)[CH2:27][CH2:26][CH2:25]3)=[O:20])[CH2:13]1)([CH3:11])[CH3:10].O.C(OCC)(=O)C>O1CCCC1>[OH:20][C:19]([O:21][C:22]1[CH:23]=[C:24]2[C:28](=[CH:29][CH:30]=1)[CH2:27][CH2:26][CH2:25]2)([CH:14]1[O:15][CH2:16][C:17](=[O:18])[N:12]([CH:9]([CH3:10])[CH3:11])[CH2:13]1)[C:1]1[CH:6]=[CH:5][CH:4]=[CH:3][CH:2]=1. Procedure: A solution of 2.7 g. of phenylmagnesium bromide in 20 ml. of tetrahydrofuran was added dropwise to a mixture of 3.03g. of 4-isopropyl-5-oxo-2-(1-oxo-5-indanyloxymethyl)morpholine in 100 ml of tetrahydrofuran with stirring at room temperature and the mixture thus obtained was stirred for 30 minutes. Then, after adding to the mixture a small amount of water, tetrahydrofuran was distilled off under reduced pressure. To the residue formed were added 100 ml. of ethyl acetate and 100 ml. of water to d... Reactants: ClC1=C(N)C=C(C=C1)Cl (2,5-dichloroaniline), C(C)(=O)NC1=CC=CC=C1 (acetanilide), S(O)(O)(=O)=O (sulfuric acid), nitrating acid, C(C)(=O)OC(C)=O (acetic anhydride), S(O)(O)(=O)=O (sulfuric acid), S(O)(O)(=O)=O (sulfuric acid). The solvent is petroleum. Reaction conditions: temperature 45 celsius, time 50 minute. Product: CC(=O)NC1=C(C=CC(=C1)Cl)Cl (2,5-dichloroacetanilide). As a reaction SMILES: [Cl:1][C:2]1[CH:8]=[CH:7][C:6]([Cl:9])=[CH:5][C:3]=1[NH2:4].[C:10](OC(=O)C)(=[O:12])[CH3:11].S(=O)(=O)(O)O.C(NC1C=CC=CC=1)(=O)C>>[CH3:11][C:10]([NH:4][C:3]1[CH:5]=[C:6]([Cl:9])[CH:7]=[CH:8][C:2]=1[Cl:1])=[O:12]. Procedure: A 2.5 liter flask is charged with 550 g of petroleum distillate (boiling range: 110°-140° C.). With stirring, 162.0 g of 100% 2,5-dichloroaniline are then added and the mixture is warmed to 45° C., whereupon a solution forms. The 108 g of 100% acetic anhydride are added dropwise in the course of about 15 minutes and the temperature is allowed to rise to 65° C. After the reaction mixture has been stirred for 15 minutes at 65° C., the addition of 1265 g of 98% sulfuric acid is commenced, while ens... The reactants are [OH-].[Li+] (lithium hydroxide), C(C1=CC=CC=C1)(=O)OC(C(CCNC(=O)NC1=CC=C(C=C1)F)C(=O)OC(C)(C)C)CCC1=CC=C(C=C1)C1=CC=CC=C1 (1-(2-biphenyl-4-ylethyl)-2-(tert-butoxycarbonyl)-4-({[(4-fluorophenyl)amino]carbonyl}amino)butyl benzoate), Cl (hydrochloric acid). Run in O1CCCC1.CO.O (tetrahydrofuran methanol water), O (water). Product: C1(=CC=C(C=C1)CCC(C(C(=O)O)CCNC(=O)NC1=CC=C(C=C1)F)O)C1=CC=CC=C1 (5-biphenyl-4-yl-2-[2-({[(4-fluorophenyl)amino]carbonyl}amino)ethyl]-3-hydroxypentanoic acid). Isolated yield 41.7%. RXN SMILES: [OH-].[Li+].C([O:11][CH:12]([CH2:34][CH2:35][C:36]1[CH:41]=[CH:40][C:39]([C:42]2[CH:47]=[CH:46][CH:45]=[CH:44][CH:43]=2)=[CH:38][CH:37]=1)[CH:13]([C:27]([O:29]C(C)(C)C)=[O:28])[CH2:14][CH2:15][NH:16][C:17]([NH:19][C:20]1[CH:25]=[CH:24][C:23]([F:26])=[CH:22][CH:21]=1)=[O:18])(=O)C1C=CC=CC=1.Cl>O1CCCC1.CO.O.O>[C:39]1([C:42]2[CH:47]=[CH:46][CH:45]=[CH:44][CH:43]=2)[CH:38]=[CH:37][C:36]([CH2:35][CH2:34][CH:12]([OH:11])[CH:13]([CH2:14][CH2:15][NH:16][C:17]([NH:19][C:20]2[CH:21]=[CH:22][C:23]([F:26])=[CH:24][CH:25]=2)=[O:18])[C:27]([OH:29])=[O:28])=[CH:41][CH:40]=1 |f:0.1,4.5.6|. Procedure details: Aqueous solution of lithium hydroxide (22 mg in 1 ml) was added to the solution of the compound (130 mg) obtained from Step 1 above, in tetrahydrofuran:methanol:water (3:1:1, 5 ml) and the reaction mixture was stirred at 40° C. overnight. The reaction mixture was concentrated and the residue thus obtained was taken in distilled water, acidified with dilute hydrochloric acid solution and extracted with ethyl acetate. The organic layer was washed with distilled water and brine solution and dried o...